From a dataset of the Open Reaction Database (ORD), a public repository of structured organic reaction records. describe an organic reaction: reactants, conditions, products, and yield Reactants: [N+](=O)([O-])C=1C=C(C=CC1)C1=NOC(=C1)CCC=O (3-[3-(3-nitrophenyl)isoxazol-5-yl]propanal), FC(C1=C(CN2CCNCC2)C=CC=C1)(F)F (1-[2-(trifluoromethyl)benyl]piperazine), [BH-](OC(=O)C)(OC(=O)C)OC(=O)C.[Na+] (NaBH(OAc)3). Solvent: C(Cl)Cl (methylene chloride). Yields the product [N+](=O)([O-])C=1C=C(C=CC1)C1=NOC(=C1)CCCN1CCN(CC1)CC1=C(C=CC=C1)C(F)(F)F (3-(3-Nitrophenyl)-5-[3-(4-{[2-(trifluoromethyl)phenyl]methyl}piperazinyl)propyl]isoxazole). Yield: 81.1%. Reaction SMILES: [N+:1]([C:4]1[CH:5]=[C:6]([C:10]2[CH:14]=[C:13]([CH2:15][CH2:16][CH:17]=O)[O:12][N:11]=2)[CH:7]=[CH:8][CH:9]=1)([O-:3])=[O:2].[F:19][C:20]([F:35])([F:34])[C:21]1[CH:33]=[CH:32][CH:31]=[CH:30][C:22]=1[CH2:23][N:24]1[CH2:29][CH2:28][NH:27][CH2:26][CH2:25]1.[BH-](OC(C)=O)(OC(C)=O)OC(C)=O.[Na+]>C(Cl)Cl>[N+:1]([C:4]1[CH:5]=[C:6]([C:10]2[CH:14]=[C:13]([CH2:15][CH2:16][CH2:17][N:27]3[CH2:26][CH2:25][N:24]([CH2:23][C:22]4[CH:30]=[CH:31][CH:32]=[CH:33][C:21]=4[C:20]([F:34])([F:35])[F:19])[CH2:29][CH2:28]3)[O:12][N:11]=2)[CH:7]=[CH:8][CH:9]=1)([O-:3])=[O:2] |f:2.3|. Procedure: About 2 min after dissolving 3-[3-(3-nitrophenyl)isoxazol-5-yl]propanal (10 mg, 0.04 mmol) and 1-[2-(trifluoromethyl)benyl]piperazine (8.4, 0.04 mmol) in 2 mL of dry methylene chloride, were added NaBH(OAc)3 (26 mg, 0.12 mmol) and molecular sieves (5 beads). The reaction mixture was reacted for 4.8 hr and followed the same processes as in Example 1 to obtain 15.4 mg (79.9%) of the target compound. Run at time 30 minute. Procedure: Ethyl 2-(2-methyl-3,4,6-trifluorobenzoyl)-3-cyclopropylaminoacrylate (2.6 g) is dissolved in anhydrous dioxane (26 ml) and thereto 60% sodium hydride (0.38 g) is gradully added under ice-cooling. After stirring at room temperature for 30 minutes, the reaction mixture is poured into ice-water and extracted with dichloromethane. The extract is dried over magnesium sulfate and concentrated. The residue is added with diethyl ether and crystals are filtered, which are recrystalized from ethanol to gi... Reactants: [H-].[Na+] (sodium hydride), CC1=C(C(=O)C(C(=O)OCC)=CNC2CC2)C(=CC(=C1F)F)F (Ethyl 2-(2-methyl-3,4,6-trifluorobenzoyl)-3-cyclopropylaminoacrylate), ice water. Product: C1(CC1)N1C=C(C(C2=C(C(=C(C=C12)F)F)C)=O)C(=O)OCC (ethyl 1-cyclopropyl-6,7-difluoro-5-methyl-1,4-dihydro-4-oxoquinoline-3-carboxylate). Solvent: O1CCOCC1 (dioxane). Yield: 81.9%. Reaction SMILES: [CH3:1][C:2]1[C:20]([F:21])=[C:19]([F:22])[CH:18]=[C:17](F)[C:3]=1[C:4]([C:6](=[CH:12][NH:13][CH:14]1[CH2:16][CH2:15]1)[C:7]([O:9][CH2:10][CH3:11])=[O:8])=[O:5].[H-].[Na+]>O1CCOCC1>[CH:14]1([N:13]2[C:17]3[C:3](=[C:2]([CH3:1])[C:20]([F:21])=[C:19]([F:22])[CH:18]=3)[C:4](=[O:5])[C:6]([C:7]([O:9][CH2:10][CH3:11])=[O:8])=[CH:12]2)[CH2:16][CH2:15]1 |f:1.2|. Reactants: compound, NC1=CC=C(C=C1)C=1C=C2CN(C(C2=CC1)=O)[C@H](C(=O)OC)C(C)C ((S)-Methyl 2-(5-(4-aminophenyl)-1-oxoisoindolin-2-yl)-3-methylbutanoate), C(C)(C)(C)C1=CC=C(C(=O)Br)C=C1 (4-(t-butyl)benzoyl bromide), compound, compound. Yields the product C(C)(C)(C)C1=CC=C(C(=O)NC2=CC=C(C=C2)C=2C=C3CN(C(C3=CC2)=O)[C@H](C(=O)OC)C(C)C)C=C1 ((S)-Methyl 2-(5-(4-(4-tert-butylbenzamido)phenyl)-1-oxoisoindolin-2-yl)-3-methylbutanoate). RXN SMILES: [NH2:1][C:2]1[CH:7]=[CH:6][C:5]([C:8]2[CH:9]=[C:10]3[C:14](=[CH:15][CH:16]=2)[C:13](=[O:17])[N:12]([C@@H:18]([CH:23]([CH3:25])[CH3:24])[C:19]([O:21][CH3:22])=[O:20])[CH2:11]3)=[CH:4][CH:3]=1.[C:26]([C:30]1[CH:38]=[CH:37][C:33]([C:34](Br)=[O:35])=[CH:32][CH:31]=1)([CH3:29])([CH3:28])[CH3:27]>>[C:26]([C:30]1[CH:31]=[CH:32][C:33]([C:34]([NH:1][C:2]2[CH:7]=[CH:6][C:5]([C:8]3[CH:9]=[C:10]4[C:14](=[CH:15][CH:16]=3)[C:13](=[O:17])[N:12]([C@@H:18]([CH:23]([CH3:25])[CH3:24])[C:19]([O:21][CH3:22])=[O:20])[CH2:11]4)=[CH:4][CH:3]=2)=[O:35])=[CH:37][CH:38]=1)([CH3:29])([CH3:27])[CH3:28]. Procedure details: The compound of example 322 was prepared analogous to compound of example 304 by reaction of compound of example 223 with 4-(t-butyl)benzoyl bromide. The compound of example 322 was used directly without isolation, for the preparation of compound of example 323. Reactants: CC[Mg+].[Br-] (EtMgBr), C1=CC=C(C=C1)C(C2=CC=CN2)C3=CC=CN3 (5-phenyldipyrromethane), CC1=CC=C(C(SC2=NC=CC=C2)=O)C=C1 (S-2-Pyridyl 4-methylbenzothioate), 1-(4-Methylbenzoyl)-5-phenyldipyrromethane. Run in C1CCOC1 (THF), C1CCOC1 (THF). Conditions: time 10 minute. Yields the product BrC1=CC=C(C(SC2=NC=CC=C2)=O)C=C1 (S-2-Pyridyl 4-bromobenzothioate). The yield is 98.9%. As a reaction SMILES: CC[Mg+].[Br-:4].C1C=CC(C(C2NC=CC=2)C2NC=CC=2)=CC=1.C[C:23]1[CH:37]=[CH:36][C:26]([C:27](=[O:35])[S:28][C:29]2[CH:34]=[CH:33][CH:32]=[CH:31][N:30]=2)=[CH:25][CH:24]=1>C1COCC1>[Br:4][C:23]1[CH:37]=[CH:36][C:26]([C:27](=[O:35])[S:28][C:29]2[CH:34]=[CH:33][CH:32]=[CH:31][N:30]=2)=[CH:25][CH:24]=1 |f:0.1|. Procedure details: Exemplified for 1-(4-Methylbenzoyl)-5-phenyldipyrromethane (2a). A solution of EtMgBr (50.0 mL, 50.0 mmol, 1.0 M in THF) was added via syringe to a stirred solution of 1a (4.44 g, 20.0 mmol) in THF (20 mL) under argon. The mixture was stirred for 10 min at room temperature and then cooled to −78° C. A solution of 6a (4.58 g, 20.0 mmol) in THF (20 mL) was added. The mixture was stirred for 10 min at −78° C. Then the cooling bath was removed, the mixture was stirred for 20 min, and then the reacti... Reactants: BrC=1C=CC2=C(C=C(CCN2C2CC2)C(=O)NC2=CC=C(C=C2)CN(C2CCOCC2)C)C1 (7-bromo-1-cyclopropyl-N-[4-[[N-methyl-N-(tetrahydro-2H-pyran-4-yl)amino]methyl]phenyl]-2,3-dihydro-1H-1-benzazepine-4-carboxamide), B(OC1=CC=C(C=C1)OCCOCCCC)([O-])[O-] (4-(2-butoxyethoxy)phenyl borate), C([O-])([O-])=O.[K+].[K+] (potassium carbonate), C(C)O (ethanol). Reagents/catalysts: C=1C=CC(=CC1)[P](C=2C=CC=CC2)(C=3C=CC=CC3)[Pd]([P](C=4C=CC=CC4)(C=5C=CC=CC5)C=6C=CC=CC6)([P](C=7C=CC=CC7)(C=8C=CC=CC8)C=9C=CC=CC9)[P](C=1C=CC=CC1)(C=1C=CC=CC1)C=1C=CC=CC1 (tetrakis(triphenylphosphine)palladium). Run in C1(=CC=CC=C1)C (toluene). Conditions: time 30 minute. The product is C(CCC)OCCOC1=CC=C(C=C1)C=1C=CC2=C(C=C(CCN2C2CC2)C(=O)NC2=CC=C(C=C2)CN(C2CCOCC2)C)C1 (7-[4-(2-butoxyethoxy)phenyl]-1-cyclopropyl-N-[4-[[N-methyl-N-(tetrahydro-2H-pyran-4-yl)amino]methyl]phenyl]-2,3-dihydro-1H-1-benzazepine-4-carboxamide). Yield: 45.5%. RXN SMILES: Br[C:2]1[CH:3]=[CH:4][C:5]2[N:11]([CH:12]3[CH2:14][CH2:13]3)[CH2:10][CH2:9][C:8]([C:15]([NH:17][C:18]3[CH:23]=[CH:22][C:21]([CH2:24][N:25]([CH3:32])[CH:26]4[CH2:31][CH2:30][O:29][CH2:28][CH2:27]4)=[CH:20][CH:19]=3)=[O:16])=[CH:7][C:6]=2[CH:33]=1.B([O-])([O-])O[C:36]1[CH:41]=[CH:40][C:39]([O:42][CH2:43][CH2:44][O:45][CH2:46][CH2:47][CH2:48][CH3:49])=[CH:38][CH:37]=1.C(=O)([O-])[O-].[K+].[K+].C(O)C>C1C=CC([P]([Pd]([P](C2C=CC=CC=2)(C2C=CC=CC=2)C2C=CC=CC=2)([P](C2C=CC=CC=2)(C2C=CC=CC=2)C2C=CC=CC=2)[P](C2C=CC=CC=2)(C2C=CC=CC=2)C2C=CC=CC=2)(C2C=CC=CC=2)C2C=CC=CC=2)=CC=1.C1(C)C=CC=CC=1>[CH2:46]([O:45][CH2:44][CH2:43][O:42][C:39]1[CH:38]=[CH:37][C:36]([C:2]2[CH:3]=[CH:4][C:5]3[N:11]([CH:12]4[CH2:14][CH2:13]4)[CH2:10][CH2:9][C:8]([C:15]([NH:17][C:18]4[CH:19]=[CH:20][C:21]([CH2:24][N:25]([CH3:32])[CH:26]5[CH2:31][CH2:30][O:29][CH2:28][CH2:27]5)=[CH:22][CH:23]=4)=[O:16])=[CH:7][C:6]=3[CH:33]=2)=[CH:41][CH:40]=1)[CH2:47][CH2:48][CH3:49] |f:2.3.4,^1:64,66,85,104|. Reported procedure: A mixture of 7-bromo-1-cyclopropyl-N-[4-[[N-methyl-N-(tetrahydro-2H-pyran-4-yl)amino]methyl]phenyl]-2,3-dihydro-1H-1-benzazepine-4-carboxamide (0.45 g), 4-(2-butoxyethoxy)phenyl borate (0.23 g), 1M potassium carbonate solution (1.5 ml), ethanol (1.5 ml) and toluene (25 ml) was stirred under argon atmosphere at room temperature for 30 minutes. To the mixture was added tetrakis(triphenylphosphine)palladium (0.05 g), and the mixture was refluxed for 3 hours under argon atmosphere and extracted with... The reactants are Cn1cnc(S(=O)(=O)Cl)c1, ClCCl, NCc1ccc2c(c1)C(Cc1ccccc1)C(N1CCC1)CC2. Product: Cn1cnc(S(=O)(=O)NCc2ccc3c(c2)C(Cc2ccccc2)C(N2CCC2)CC3)c1. As a reaction SMILES: [CH3:24][n:25]1[cH:26][n:27][c:28]([S:30](=[O:31])(=[O:32])[Cl:33])[cH:29]1.[Cl:34][CH2:35][Cl:36].[N:1]1([CH:5]2[CH2:6][CH2:7][c:8]3[cH:9][cH:10][c:11]([CH2:22][NH2:23])[cH:12][c:13]3[CH:14]2[CH2:15][c:16]2[cH:17][cH:18][cH:19][cH:20][cH:21]2)[CH2:2][CH2:3][CH2:4]1>>[N:1]1([CH:5]2[CH2:6][CH2:7][c:8]3[cH:9][cH:10][c:11]([CH2:22][NH:23][S:30]([c:28]4[n:27][cH:26][n:25]([CH3:24])[cH:29]4)(=[O:31])=[O:32])[cH:12][c:13]3[CH:14]2[CH2:15][c:16]2[cH:17][cH:18][cH:19][cH:20][cH:21]2)[CH2:2][CH2:3][CH2:4]1.